This data is from the Open Reaction Database (ORD), a public repository of structured organic reaction records. The task is: describe an organic reaction: reactants, conditions, products, and yield The reactants are CCO, Cl, CCCc1cc(C(OCOC)(C(F)(F)F)C(F)(F)F)ccc1OCCCCN1C(=O)N(C)C(C)(C)C1=O. Reaction SMILES: [CH2:1]([OH:2])[CH3:3].[ClH:4].[F:5][C:6]([C:7]([C:8]([F:9])([F:10])[F:11])([O:12][CH2:13][O:14][CH3:15])[c:16]1[cH:17][c:18]([CH2:37][CH2:38][CH3:39])[c:19]([O:22][CH2:23][CH2:24][CH2:25][CH2:26][N:27]2[C:28](=[O:36])[N:29]([CH3:35])[C:30]([CH3:33])([CH3:34])[C:31]2=[O:32])[cH:20][cH:21]1)([F:40])[F:41]>>[F:5][C:6]([C:7]([C:8]([F:9])([F:10])[F:11])([OH:12])[c:16]1[cH:17][c:18]([CH2:37][CH2:38][CH3:39])[c:19]([O:22][CH2:23][CH2:24][CH2:25][CH2:26][N:27]2[C:28](=[O:36])[N:29]([CH3:35])[C:30]([CH3:33])([CH3:34])[C:31]2=[O:32])[cH:20][cH:21]1)([F:40])[F:41]. The product is CCCc1cc(C(O)(C(F)(F)F)C(F)(F)F)ccc1OCCCCN1C(=O)N(C)C(C)(C)C1=O. Reactants: C(C)N1C2=C(N(C(C3=C1N=CC(=C3)C#C)=O)C)C=CC=N2 (5,11-dihydro-11-ethyl-8-ethynyl-5-methyl-6H-dipyrido[3,2-b:2',3'-e][1,4]diazepin-6-one), BrC=1SC=CN1 (2-bromothiazole). Product: N1=CC=CC2=NC(C3=C(N=C21)N=CC=C3)=O (6H-dipyrido[3,2-b:2',3'-e][1,4]diazepin-6-one), C(C)N1C2=C(N(C(C3=C1N=CC(=C3)CCC=3SC=CN3)=O)C)C=CC=N2 (5,11-Dihydro-11-ethyl-5-methyl-8-[2-(2-thiazolyl)ethyl]-6H-dipyrido[3,2-b:2',3'-e][1,4]diazepin-6-one). Reaction SMILES: [CH2:1]([N:3]1[C:9]2[N:10]=[CH:11][C:12]([C:14]#[CH:15])=[CH:13][C:8]=2[C:7](=[O:16])[N:6]([CH3:17])[C:5]2[CH:18]=[CH:19][CH:20]=[N:21][C:4]1=2)[CH3:2].Br[C:23]1[S:24][CH:25]=[CH:26][N:27]=1>>[N:21]1[C:4]2[C:5](=[N:6][C:7](=[O:16])[C:8]3[CH:13]=[CH:12][CH:11]=[N:10][C:9]=3[N:3]=2)[CH:18]=[CH:19][CH:20]=1.[CH2:1]([N:3]1[C:9]2[N:10]=[CH:11][C:12]([CH2:14][CH2:15][C:23]3[S:24][CH:25]=[CH:26][N:27]=3)=[CH:13][C:8]=2[C:7](=[O:16])[N:6]([CH3:17])[C:5]2[CH:18]=[CH:19][CH:20]=[N:21][C:4]1=2)[CH3:2]. Reported procedure: 5,11-Dihydro-11-ethyl-5-methyl-8-(2-thiazolyl)ethynyl-(-6H-dipyrido[3,2-b:2',3'-e][1,4]diazepin-6-one (0.15 g) was prepared from 5,11-dihydro-11-ethyl-8-ethynyl-5-methyl-6H-dipyrido[3,2-b:2',3'-e][1,4]diazepin-6-one and 2-bromothiazole by a procedure analogous to that described in Example 51b. Hydrogenation as described in Example 42b afforded 26 mg of the title compound as an oil. Reactants: ClC1=NC=C(C(=O)OCC)C=C1 (ethyl 6-chloronicotinate), C(C)(C)OCCO (2-isopropoxyethanol). Product: C(C)(C)OCCOC1=NC=C(C(=O)O)C=C1 (6-(2-isopropoxyethoxy)nicotinic acid). The yield is 51.0%. Reaction SMILES: Cl[C:2]1[CH:12]=[CH:11][C:5]([C:6]([O:8]CC)=[O:7])=[CH:4][N:3]=1.[CH:13]([O:16][CH2:17][CH2:18][OH:19])([CH3:15])[CH3:14]>>[CH:13]([O:16][CH2:17][CH2:18][O:19][C:2]1[CH:12]=[CH:11][C:5]([C:6]([OH:8])=[O:7])=[CH:4][N:3]=1)([CH3:15])[CH3:14]. Reported procedure: The title compound was synthesized as described for Intermediate example I-92 in 51% yield starting from ethyl 6-chloronicotinate and 2-isopropoxyethanol; 1H NMR (400 MHz, DMSO-d6) δ ppm 8.70 (dd, 1 H), 8.13 (dd, 1 H), 6.91 (dd, 1 H), 4.39-4.43 (m, 2 H), 3.67-3.71 (m, 2 H), 3.55-3.65 (m, 1 H), 1.09 (d, 6 H); MS (APPI/APCI) m/z 226[M+H+]. Reactants: ClCCCBr, CC[N+](CC)(CC)Cc1ccccc1, Cc1nc2ccccc2[nH]1, [Cl-], [Na+], [OH-]. Yields the product Cc1nc2ccccc2n1CCCCl. As a reaction SMILES: [Br:13][CH2:14][CH2:15][CH2:16][Cl:17].[CH2:19]([N+:20]([CH2:21][CH3:22])([CH2:23][CH3:24])[CH2:25][c:26]1[cH:27][cH:28][cH:29][cH:30][cH:31]1)[CH3:32].[CH3:1][c:2]1[n:3][c:4]2[c:5]([nH:6]1)[cH:7][cH:8][cH:9][cH:10]2.[Cl-:18].[Na+:12].[OH-:11]>>[CH3:1][c:2]1[n:3]([CH2:14][CH2:15][CH2:16][Cl:17])[c:4]2[c:5]([n:6]1)[cH:7][cH:8][cH:9][cH:10]2. Starting materials: CCCc1cnc(N2CCC(Oc3ccn(-c4ccc(SC)cc4)c(=O)c3)CC2)nc1, ClCCl, O=C(OO)c1cccc(Cl)c1. The product is CCCc1cnc(N2CCC(Oc3ccn(-c4ccc(S(C)=O)cc4)c(=O)c3)CC2)nc1. As a reaction SMILES: [CH3:1][S:2][c:3]1[cH:4][cH:5][c:6](-[n:9]2[c:10](=[O:31])[cH:11][c:12]([O:15][CH:16]3[CH2:17][CH2:18][N:19]([c:22]4[n:23][cH:24][c:25]([CH2:28][CH2:29][CH3:30])[cH:26][n:27]4)[CH2:20][CH2:21]3)[cH:13][cH:14]2)[cH:7][cH:8]1.[Cl:43][CH2:44][Cl:45].[OH:32][O:33][C:34]([c:35]1[cH:36][c:37]([Cl:38])[cH:39][cH:40][cH:41]1)=[O:42]>>[CH3:1][S:2]([c:3]1[cH:4][cH:5][c:6](-[n:9]2[c:10](=[O:31])[cH:11][c:12]([O:15][CH:16]3[CH2:17][CH2:18][N:19]([c:22]4[n:23][cH:24][c:25]([CH2:28][CH2:29][CH3:30])[cH:26][n:27]4)[CH2:20][CH2:21]3)[cH:13][cH:14]2)[cH:7][cH:8]1)=[O:32].